Dataset: the Open Reaction Database (ORD), a public repository of structured organic reaction records. Task: describe an organic reaction: reactants, conditions, products, and yield Starting materials: S1C(=NC2=NC=CC=C21)OC=2C=CC1=C(SC(=C1)CO)C2 ([6-(thiazolo[4,5-b]pyridin-2-yloxy)-benzo[b]thiophen-2-yl]-methanol), S(=O)(Cl)Cl (thionyl chloride). Run in C(Cl)Cl (DCM). Conditions: temperature 0 celsius, time 3 hour. The product is ClCC1=CC2=C(S1)C=C(C=C2)OC=2SC=1C(=NC=CC1)N2 (2-(2-Chloromethyl-benzo[b]thiophen-6-yloxy)-thiazolo[4,5-b]pyridine). Isolated yield 82.6%. RXN SMILES: [S:1]1[C:9]2[C:4](=[N:5][CH:6]=[CH:7][CH:8]=2)[N:3]=[C:2]1[O:10][C:11]1[CH:12]=[CH:13][C:14]2[CH:18]=[C:17]([CH2:19]O)[S:16][C:15]=2[CH:21]=1.S(Cl)([Cl:24])=O>C(Cl)Cl>[Cl:24][CH2:19][C:17]1[S:16][C:15]2[CH:21]=[C:11]([O:10][C:2]3[S:1][C:9]4[C:4]([N:3]=3)=[N:5][CH:6]=[CH:7][CH:8]=4)[CH:12]=[CH:13][C:14]=2[CH:18]=1. Reported procedure: To a cooled (0° C.) solution of [6-(thiazolo[4,5-b]pyridin-2-yloxy)-benzo[b]thiophen-2-yl]-methanol (0.13 g, 0.4 mmol) in DCM (5 mL) was added thionyl chloride (30 μL, 49 mg, 0.4 mmol) and the reaction mixture was stirred (0° C., 3 h). The reaction mixture was partitioned between DCM (20 mL) and saturated NaHCO3 (10 mL). The organic layer was separated and the aqueous layer was extracted with DCM (2×20 mL). The organic layer was dried, filtered and concentrated in vacuo to provide the title comp... The reactants are C(C)(=O)N1C(C(C2=CC=C(C=C12)Cl)=C(C1=CC=CC=C1)OCC)=O (1-acetyl-3-(1-ethoxy-1-phenylmethylen)-6-chloro-2-indolinone), CN(C(=O)CNC1=CC=C(C=C1)N)C (N-(dimethylcarbamoylmethyl)-p-phenylenediamine), O (water). Solvent: CN(C=O)C (dimethylformamide). Run at temperature 120 celsius, time 4.5 hour. The product is CN(C(=O)CNC1=CC=C(N\C(\C2=CC=CC=C2)=C\2/C(NC3=CC(=CC=C23)Cl)=O)C=C1)C (3-Z-[1-(4-(dimethylcarbamoylmethylamino)-anilino)-1-phenyl-methylene]-6-chloro-2-indolinone). RXN SMILES: C([N:4]1[C:12]2[C:7](=[CH:8][CH:9]=[C:10]([Cl:13])[CH:11]=2)[C:6](=[C:14](OCC)[C:15]2[CH:20]=[CH:19][CH:18]=[CH:17][CH:16]=2)[C:5]1=[O:24])(=O)C.[CH3:25][N:26]([CH3:38])[C:27]([CH2:29][NH:30][C:31]1[CH:36]=[CH:35][C:34]([NH2:37])=[CH:33][CH:32]=1)=[O:28].O>CN(C)C=O>[CH3:25][N:26]([CH3:38])[C:27]([CH2:29][NH:30][C:31]1[CH:36]=[CH:35][C:34]([NH:37]/[C:14](=[C:6]2\[C:5](=[O:24])[NH:4][C:12]3[C:7]\2=[CH:8][CH:9]=[C:10]([Cl:13])[CH:11]=3)/[C:15]2[CH:16]=[CH:17][CH:18]=[CH:19][CH:20]=2)=[CH:33][CH:32]=1)=[O:28]. Reported procedure: 6.0 g of 1-acetyl-3-(1-ethoxy-1-phenylmethylen)-6-chloro-2-indolinone (educt IX) and 3.9 g of N-(dimethylcarbamoylmethyl)-p-phenylenediamine (educt XV.208) are dissolved in 50 ml of dimethylformamide and stirred for 4.5 hours at 120° C. After cooling water is added, the precipitate formed is suction filtered and washed with methanol. The product is purified through a silica gel column with methylene chloride/methanol (100:1) as eluant and finally recrystallised from ether. Reactants: ClC1=C(C(=O)OCC)C=C(C=C1)[N+](=O)[O-] (ethyl 2-chloro-5-nitrobenzoate), FC=1C=C(C=CC1F)O (3,4-difluorophenol). Product: [N+](=O)([O-])C=1C=CC(=C(C(=O)OCC)C1)OC1=CC(=C(C=C1)F)F (ethyl 5-nitro-2-(3,4-difluorophenoxy)benzoate). Isolated yield 94.7%. As a reaction SMILES: Cl[C:2]1[CH:12]=[CH:11][C:10]([N+:13]([O-:15])=[O:14])=[CH:9][C:3]=1[C:4]([O:6][CH2:7][CH3:8])=[O:5].[F:16][C:17]1[CH:18]=[C:19]([OH:24])[CH:20]=[CH:21][C:22]=1[F:23]>>[N+:13]([C:10]1[CH:11]=[CH:12][C:2]([O:24][C:19]2[CH:20]=[CH:21][C:22]([F:23])=[C:17]([F:16])[CH:18]=2)=[C:3]([CH:9]=1)[C:4]([O:6][CH2:7][CH3:8])=[O:5])([O-:15])=[O:14]. Reported procedure: Using the method described in Example 21.2, ethyl 2-chloro-5-nitrobenzoate (0.6 g) and 3,4-difluorophenol (0.34 g) were combined to provide 0.8 g of the title compound as an oil. Starting materials: ClC1=C(C#N)C=C(C(=N1)C1=CC=C(C=C1)C)C1=CC=CC=C1 (2-chloro-6-(4-methylphenyl)-5-phenylnicotinonitrile), C1CC(=O)N(C1=O)Br (NBS), C(C1=CC=CC=C1)(=O)OOC(C1=CC=CC=C1)=O (benzoylperoxide), N1CCC(CC1)N1N=CC=2C1=NC=NC2N (1-piperidin-4-yl-1H-pyrazolo[3,4-d]pyrimidin-4-amine), C(C)(C)N(CC)C(C)C (diisopropylethylamine). Solvent: C(Cl)(Cl)Cl (chloroform). Conditions: time 8 hour. The product is NC1=C2C(=NC=N1)N(N=C2)C2CCN(CC2)CC2=CC=C(C=C2)C2=NC(=C(C#N)C=C2C2=CC=CC=C2)Cl (6-(4-{[4-(4-amino-1H-pyrazolo[3,4-d]pyrimidin-1-yl)piperidin-1-yl]methyl}phenyl)-2-chloro-5-phenylnicotinonitrile). Reaction SMILES: [Cl:1][C:2]1[N:9]=[C:8]([C:10]2[CH:15]=[CH:14][C:13]([CH3:16])=[CH:12][CH:11]=2)[C:7]([C:17]2[CH:22]=[CH:21][CH:20]=[CH:19][CH:18]=2)=[CH:6][C:3]=1[C:4]#[N:5].C1C(=O)N(Br)C(=O)C1.C(OOC(=O)C1C=CC=CC=1)(=O)C1C=CC=CC=1.[NH:49]1[CH2:54][CH2:53][CH:52]([N:55]2[C:59]3=[N:60][CH:61]=[N:62][C:63]([NH2:64])=[C:58]3[CH:57]=[N:56]2)[CH2:51][CH2:50]1.C(N(C(C)C)CC)(C)C>C(Cl)(Cl)Cl>[NH2:64][C:63]1[N:62]=[CH:61][N:60]=[C:59]2[N:55]([CH:52]3[CH2:53][CH2:54][N:49]([CH2:16][C:13]4[CH:14]=[CH:15][C:10]([C:8]5[C:7]([C:17]6[CH:22]=[CH:21][CH:20]=[CH:19][CH:18]=6)=[CH:6][C:3]([C:4]#[N:5])=[C:2]([Cl:1])[N:9]=5)=[CH:11][CH:12]=4)[CH2:50][CH2:51]3)[N:56]=[CH:57][C:58]=12. Procedure: A mixture of 2-chloro-6-(4-methylphenyl)-5-phenylnicotinonitrile (4-4) (0.204 g, 0.67 mmol), NBS (0.125 g, 0.70 mmol) and benzoylperoxide (0.032 g, 0.13 mmol) in chloroform (5 mL) was heated to reflux for 24 h. Concentrated in vacuo and the residue was dissolved in MeOH (15 mL) and THF (15 mL). To this solution was added 1-piperidin-4-yl-1H-pyrazolo[3,4-d]pyrimidin-4-amine (0.146 g, 0.67 mmol) and diisopropylethylamine (0.433 g, 3.35 mmol). The mixture was stirred overnight and concentrated. The... Starting materials: FC(C=1C=C(C(=O)N2CCC3(CNC(N3C3=C(C=CC=C3)C)=O)CC2)C=C(C1)C(F)(F)F)(F)F (8-(3,5-bis-trifluoromethyl-benzoyl)-1-o-tolyl-1,3,8-triaza-spiro[4.5]decan-2-one), C1(CC1)CBr (cyclopropyl methyl bromide). Yields the product FC(C=1C=C(C(=O)N2CCC3(CN(C(N3C3=C(C=CC=C3)C)=O)CC3CC3)CC2)C=C(C1)C(F)(F)F)(F)F (8-(3,5-Bis-trifluoromethyl-benzoyl)-3-cyclopropylmethyl-1-o-tolyl-1,3,8-triaza-spiro[4.5]decan-2-one). As a reaction SMILES: [F:1][C:2]([F:34])([F:33])[C:3]1[CH:4]=[C:5]([CH:26]=[C:27]([C:29]([F:32])([F:31])[F:30])[CH:28]=1)[C:6]([N:8]1[CH2:25][CH2:24][C:11]2([N:15]([C:16]3[CH:21]=[CH:20][CH:19]=[CH:18][C:17]=3[CH3:22])[C:14](=[O:23])[NH:13][CH2:12]2)[CH2:10][CH2:9]1)=[O:7].[CH:35]1([CH2:38]Br)[CH2:37][CH2:36]1>>[F:34][C:2]([F:1])([F:33])[C:3]1[CH:4]=[C:5]([CH:26]=[C:27]([C:29]([F:32])([F:31])[F:30])[CH:28]=1)[C:6]([N:8]1[CH2:25][CH2:24][C:11]2([N:15]([C:16]3[CH:21]=[CH:20][CH:19]=[CH:18][C:17]=3[CH3:22])[C:14](=[O:23])[N:13]([CH2:38][CH:35]3[CH2:37][CH2:36]3)[CH2:12]2)[CH2:10][CH2:9]1)=[O:7]. Reported procedure: The title compound, MS: m/e=540.4 (M+H+), was prepared in accordance with the general method of example 99 from 8-(3,5-bis-trifluoromethyl-benzoyl)-1-o-tolyl-1,3,8-triaza-spiro[4.5]decan-2-one and cyclopropyl methyl bromide. Reactants: CC1=NC(=CC=C1)CC#CC1CCNCC1 (2-Methyl-6-(3-piperidin-4-ylprop-2-ynyl)pyridine), ClC1=NC(=CC=C1[N+](=O)[O-])C (2-chloro-3-nitro-6-picoline). Product: CC1=CC=C(C(=N1)N1CCC(CC1)CC#CC1=NC(=CC=C1)C)[N+](=O)[O-] (6-Methyl-2-{4-[3-(6-methylpyridin-2-yl)prop-2-yn-1-yl]piperidin-1-yl}-3-nitropyridine). RXN SMILES: [CH3:1][C:2]1[CH:7]=[CH:6][CH:5]=[C:4]([CH2:8][C:9]#[C:10][CH:11]2[CH2:16][CH2:15][NH:14][CH2:13][CH2:12]2)[N:3]=1.Cl[C:18]1[C:23]([N+:24]([O-:26])=[O:25])=[CH:22][CH:21]=[C:20]([CH3:27])[N:19]=1>>[CH3:27][C:20]1[N:19]=[C:18]([N:14]2[CH2:13][CH2:12][CH:11]([CH2:10][C:9]#[C:8][C:4]3[CH:5]=[CH:6][CH:7]=[C:2]([CH3:1])[N:3]=3)[CH2:16][CH2:15]2)[C:23]([N+:24]([O-:26])=[O:25])=[CH:22][CH:21]=1. Reported procedure: The title compound was prepared following the procedure described for the Compound of Example 31, using 2-chloro-3-nitro-6-picoline instead of 2-bromo-3-nitropyridine. The crude was purified by automated flash liquid chromatography (Horizon™-Biotage) eluting with Petroleum Ether/EtOAc 7:3, affording the title product as a yellow oil.